Dataset: the Open Reaction Database (ORD), a public repository of structured organic reaction records. Task: describe an organic reaction: reactants, conditions, products, and yield Starting materials: BrC1=CC(=C(C(=C1)C)N1C(=C(C2=C1N=C(N=C2N2CCC(CC2)CCC#N)C)C)C)C (3-{1-[7-(4-bromo-2,6-dimethyl-phenyl)-2,5,6-trimethyl-7H-pyrrolo[2,3-d]pyrimidin-4-yl]-piperidin-4-yl}-propionitrile), OS(=O)(=O)O (H2SO4), [OH-].[Na+] (NaOH). Run at time 5 hour. Product: BrC1=CC(=C(C(=C1)C)N1C(=C(C2=C1N=C(N=C2N2CCC(CC2)CCC(=O)N)C)C)C)C (3-{1-[7-(4-bromo-2,6-dimethyl-phenyl)-2,5,6-trimethyl-7H-pyrrolo[2,3-d]pyrimidin-4-yl]-piperidin-4-yl}-propionamide). RXN SMILES: [Br:1][C:2]1[CH:7]=[C:6]([CH3:8])[C:5]([N:9]2[C:13]3[N:14]=[C:15]([CH3:28])[N:16]=[C:17]([N:18]4[CH2:23][CH2:22][CH:21]([CH2:24][CH2:25][C:26]#[N:27])[CH2:20][CH2:19]4)[C:12]=3[C:11]([CH3:29])=[C:10]2[CH3:30])=[C:4]([CH3:31])[CH:3]=1.[OH:32]S(O)(=O)=O.[OH-].[Na+]>>[Br:1][C:2]1[CH:7]=[C:6]([CH3:8])[C:5]([N:9]2[C:13]3[N:14]=[C:15]([CH3:28])[N:16]=[C:17]([N:18]4[CH2:23][CH2:22][CH:21]([CH2:24][CH2:25][C:26]([NH2:27])=[O:32])[CH2:20][CH2:19]4)[C:12]=3[C:11]([CH3:29])=[C:10]2[CH3:30])=[C:4]([CH3:31])[CH:3]=1 |f:2.3|. Procedure: To 3-{1-[7-(4-bromo-2,6-dimethyl-phenyl)-2,5,6-trimethyl-7H-pyrrolo[2,3-d]pyrimidin-4-yl]-piperidin-4-yl}-propionitrile (0.40 g), H2SO4 (4 mL) was added and the mixture was stirred at room temperature for 5 hours. The reaction mixture was poured into ice, and then was made to alkaline by adding 4 M aqueous NaOH solution. The mixture was extracted with ethyl acetate and the organic phase and the organic phase was dried over Na2SO4. The desiccant was removed by filtration and the filtrate was conc...